The task is: describe an organic reaction: reactants, conditions, products, and yield. This data is from the Open Reaction Database (ORD), a public repository of structured organic reaction records. Procedure: From 9.6 g (0.02 mol) of benzyl 9-chloro-5-(o-fluorophenyl)-2,3-dihydro-1,3,3-trimethyl-2-oxo-1H-1,4-benzodiazepine-7-carbamate there is obtained, in analogy to the details in paragraph (b) of Example 39, benzyl 9-chloro-N-ethyl-5-(o-fluorophenyl)-2,3-dihydro-1,3,3-trimethyl-2-oxo-1H-1,4-benzodiazepine-7-carbamate of melting point 125°-127° (hexane). Solvent: CCCCCC (hexane). The product is ClC1=CC(=CC=2C(=NC(C(N(C21)C)=O)(C)C)C2=C(C=CC=C2)F)NC(=O)OCC2=CC=CC=C2 (benzyl 9-chloro-5-(o-fluorophenyl)-2,3-dihydro-1,3,3-trimethyl-2-oxo-1H-1,4-benzodiazepine-7-carbamate). Reaction SMILES: C(NC1C=C(Cl)C2N(C)C(=O)C(C)(C)N=C(C3C=CC=CC=3F)C=2C=1)CCC.[Cl:29][C:30]1[C:40]2[N:39]([CH3:41])[C:38](=[O:42])[C:37]([CH3:44])([CH3:43])[N:36]=[C:35]([C:45]3[CH:50]=[CH:49][CH:48]=[CH:47][C:46]=3[F:51])[C:34]=2[CH:33]=[C:32]([N:52](CC)[C:53]([O:55][CH2:56][C:57]2[CH:62]=[CH:61][CH:60]=[CH:59][CH:58]=2)=[O:54])[CH:31]=1>CCCCCC>[Cl:29][C:30]1[C:40]2[N:39]([CH3:41])[C:38](=[O:42])[C:37]([CH3:44])([CH3:43])[N:36]=[C:35]([C:45]3[CH:50]=[CH:49][CH:48]=[CH:47][C:46]=3[F:51])[C:34]=2[CH:33]=[C:32]([NH:52][C:53]([O:55][CH2:56][C:57]2[CH:58]=[CH:59][CH:60]=[CH:61][CH:62]=2)=[O:54])[CH:31]=1. Starting materials: C(CCC)NC=1C=C(C2=C(C(=NC(C(N2C)=O)(C)C)C2=C(C=CC=C2)F)C1)Cl (7-(butylamino)-9-chloro-5-(o-fluorophenyl)-1,3-dihydro-1,3,3-trimethyl-2H-1,4-benzodiazepin-2-one), ClC1=CC(=CC=2C(=NC(C(N(C21)C)=O)(C)C)C2=C(C=CC=C2)F)N(C(=O)OCC2=CC=CC=C2)CC (benzyl 9-chloro-N-ethyl-5-(o-fluorophenyl)-2,3-dihydro-1,3,3-trimethyl-2-oxo-1H-1,4-benzodiazepine-7-carbamate). Starting materials: CN1C[C@H]([C@@H](C1)C1=CC=CC=C1)NC(=O)NC1=CC2=C(C=N1)C(=NN2)N2CCOCC2 (1-[(3S,4R)-1-methyl-4-phenylpyrrolidin-3-yl]-3-(3-morpholin-4-yl-1H-pyrazolo[4,3-c]pyridin-6-yl)urea), 4S, N1(CCOCC1)C1=NNC2=C1C=NC(=C2)NC(N)=O (3-(3-morpholin-4-yl-1H-pyrazolo[4,3-c]pyridin-6-yl)urea), II. Run in CO (MeOH). The product is CN1C[C@@H]([C@H](C1)C1=CC=CC=C1)NC(=O)NC1=CC2=C(C=N1)C(=NN2)N2CCOCC2 (1-[(3R,4S)-1-methyl-4-phenylpyrrolidin-3-yl]-3-(3-morpholin-4-yl-1H-pyrazolo[4,3-c]pyridin-6-yl)urea). Yield: 50.0%. As a reaction SMILES: N1(C2C3C=NC(NC(=O)N)=CC=3NN=2)CCOCC1.[CH3:20][N:21]1[CH2:25][C@@H:24]([C:26]2[CH:31]=[CH:30][CH:29]=[CH:28][CH:27]=2)[C@H:23]([NH:32][C:33]([NH:35][C:36]2[N:41]=[CH:40][C:39]3[C:42]([N:45]4[CH2:50][CH2:49][O:48][CH2:47][CH2:46]4)=[N:43][NH:44][C:38]=3[CH:37]=2)=[O:34])[CH2:22]1>CO>[CH3:20][N:21]1[CH2:25][C@H:24]([C:26]2[CH:31]=[CH:30][CH:29]=[CH:28][CH:27]=2)[C@@H:23]([NH:32][C:33]([NH:35][C:36]2[N:41]=[CH:40][C:39]3[C:42]([N:45]4[CH2:50][CH2:49][O:48][CH2:47][CH2:46]4)=[N:43][NH:44][C:38]=3[CH:37]=2)=[O:34])[CH2:22]1. Procedure: The enatiomers of 1-[(3R and S, 4S and R)-1-Methyl-4-phenylpyrrolidin-3-yl]-3-(3-morpholin-4-yl-1H-pyrazolo[4,3-c]pyridin-6-yl)urea (63.5 mg, 0.098 mmol) were separated by SFC (Berger Multigram II SFC, column: Chiral Technology IC 2.1×25 cm, 5 uM, mobile phase: 40% to 60% MeOH+0.25% dimethyl ethylamine in CO2(1), flow rate: 70 mL/min, 12 min run time). The fractions were collected and the solvent evaporated in vacuo, dissolved in ACN/water, and lyophilized to afford 1-[(3R,4S)-1-methyl-4-phenylp... Starting materials: Cl.COC(CN)=O (glycine methyl ester hydrochloride), C([O-])([O-])=O.[K+].[K+] (potassium carbonate), BrCCSCP(OCC)(OCC)=O (diethyl (2-bromoethyl)thiomethylphosphonate). Solvent: CN(C=O)C (dimethylformamide), CN(C=O)C (dimethylformamide). Product: C(C)OP(=O)(OCC)CSCCNCC(=O)OC (methyl N-[2-[[(diethoxyphosphinyl)methyl]thio]ethyl]glycinate). Reaction SMILES: C(=O)([O-])[O-].[K+].[K+].Cl.[CH3:8][O:9][C:10](=[O:13])[CH2:11][NH2:12].Br[CH2:15][CH2:16][S:17][CH2:18][P:19](=[O:26])([O:23][CH2:24][CH3:25])[O:20][CH2:21][CH3:22]>CN(C)C=O>[CH2:21]([O:20][P:19]([CH2:18][S:17][CH2:16][CH2:15][NH:12][CH2:11][C:10]([O:9][CH3:8])=[O:13])([O:23][CH2:24][CH3:25])=[O:26])[CH3:22] |f:0.1.2,3.4|. Procedure: A suspension of potassium carbonate (0.42 g, 3 mmol) in anhydrous dimethylformamide (3 ml) is treated with glycine methyl ester hydrochloride (0.25 g, 2 mmol) and stirred under nitrogen. After 5 minutes diethyl (2-bromoethyl)thiomethylphosphonate (Example G) (0.28 g, 1.08 mmol) is added as a solution in dimethylformamide (0.5 ml). After stirring 48 hours, the dimethylformamide is removed in vacuo, and the residue is dissolved in water and extracted with chloroform (2×30 ml). The organic layer is...